From a dataset of the Open Reaction Database (ORD), a public repository of structured organic reaction records. describe an organic reaction: reactants, conditions, products, and yield Reactants: CN=C=S, CO, NCCSCc1csc(NC(N)=NCC(F)(F)F)n1. Product: CNC(=S)NCCSCc1csc(NC(N)=NCC(F)(F)F)n1. Reaction SMILES: [CH3:1][N:2]=[C:3]=[S:4].[CH3:24][OH:25].[F:5][C:6]([CH2:7][N:8]=[C:9]([NH:10][c:11]1[s:12][cH:13][c:14]([CH2:16][S:17][CH2:18][CH2:19][NH2:20])[n:15]1)[NH2:21])([F:22])[F:23]>>[CH3:1][NH:2][C:3](=[S:4])[NH:20][CH2:19][CH2:18][S:17][CH2:16][c:14]1[cH:13][s:12][c:11]([NH:10][C:9](=[N:8][CH2:7][C:6]([F:5])([F:22])[F:23])[NH2:21])[n:15]1. Starting materials: COC1C2(CCN(C2=O)C=2COC(C2C)=O)CCN(C1)C(=O)OC(C)(C)C (tert-butyl 6-methoxy-2-(4-methyl-5-oxo-2,5-dihydrofuran-3-yl)-1-oxo-2,8-diazaspiro[4.5]decane-8-carboxylate), OC1C2(CCN(C2=O)C=2COC(C2C)=O)CCN(C1)C(=O)OC(C)(C)C (tert-butyl 6-hydroxy-2-(4-methyl-5-oxo-2,5-dihydrofuran-3-yl)-1-oxo-2,8-diazaspiro[4.5]decane-8-carboxylate). The solvent is C(Cl)Cl (methylene chloride). Run at time 2 hour. Yields the product COC1C2(CCN(C2=O)C=2COC(C2C)=O)CCNC1 (6-methoxy-2-(4-methyl-5-oxo-2,5-dihydrofuran-3-yl)-2,8-diazaspiro[4.5]decan-1-one), OC1C2(CCN(C2=O)C=2COC(C2C)=O)CCN(C1)C(=O)OC(C)(C)C (tert-butyl 6-hydroxy-2-(4-methyl-5-oxo-2,5-dihydrofuran-3-yl)-1-oxo-2,8-diazaspiro[4.5]decane-8-carboxylate). RXN SMILES: [CH3:1][O:2][CH:3]1[CH2:20][N:19](C(OC(C)(C)C)=O)[CH2:18][CH2:17][C:4]21[C:8](=[O:9])[N:7]([C:10]1[CH2:11][O:12][C:13](=[O:16])[C:14]=1[CH3:15])[CH2:6][CH2:5]2.[OH:28][CH:29]1[CH2:46][N:45]([C:47]([O:49][C:50]([CH3:53])([CH3:52])[CH3:51])=[O:48])[CH2:44][CH2:43][C:30]21[C:34](=[O:35])[N:33]([C:36]1[CH2:37][O:38][C:39](=[O:42])[C:40]=1[CH3:41])[CH2:32][CH2:31]2>C(Cl)Cl>[CH3:1][O:2][CH:3]1[CH2:20][NH:19][CH2:18][CH2:17][C:4]21[C:8](=[O:9])[N:7]([C:10]1[CH2:11][O:12][C:13](=[O:16])[C:14]=1[CH3:15])[CH2:6][CH2:5]2.[OH:28][CH:29]1[CH2:46][N:45]([C:47]([O:49][C:50]([CH3:53])([CH3:52])[CH3:51])=[O:48])[CH2:44][CH2:43][C:30]21[C:34](=[O:35])[N:33]([C:36]1[CH2:37][O:38][C:39](=[O:42])[C:40]=1[CH3:41])[CH2:32][CH2:31]2. Procedure details: To a solution of tert-butyl 6-methoxy-2-(4-methyl-5-oxo-2,5-dihydrofuran-3-yl)-1-oxo-2,8-diazaspiro[4.5]decane-8-carboxylate (CIS, faster) (2.17 g, 5.70 mmol) in methylene chloride (7 mL) was added trifluoroacetic (7 mL, 91 mmol) and the resulting solution was stirred at rt for 2 h. After concentration the residue was basified on ion exchange column washing with methanol first, then eluted with 1 N ammonia in methanol to give 6-methoxy-2-(4-methyl-5-oxo-2,5-dihydrofuran-3-yl)-2,8-diazaspiro[4.5]...